Dataset: the Open Reaction Database (ORD), a public repository of structured organic reaction records. Task: describe an organic reaction: reactants, conditions, products, and yield Starting materials: OO (H2O2), [OH-].[Na+] (NaOH), B(F)(F)F.CCOCC (BF3.OEt2), FC=1C=C(C=CC1OC)C1=CCN(CC1)C(=O)OC(C)(C)C (Tert-butyl 4-(3-fluoro-4-methoxyphenyl)-5,6-dihydropyridine-1(2H)-carboxylate), [BH4-].[Na+] (NaBH4), final mixture. The solvent is C(C)O (ethanol), O (water), O1CCCC1 (tetrahydrofuran), O1CCCC1 (tetrahydrofuran), C(C)(=O)OCC (ethyl acetate), O (water). Product: FC=1C=C(C=CC1OC)[C@H]1[C@@H](CN(CC1)C(=O)OC(C)(C)C)O ((±)-rel-(3S,4S)-tert-butyl 4-(3-fluoro-4-methoxyphenyl)-3-hydroxypiperidine-1-carboxylate). Isolated yield 186.3%. RXN SMILES: [BH4-].[Na+].B(F)(F)F.CC[O:9]CC.[F:12][C:13]1[CH:14]=[C:15]([C:21]2[CH2:26][CH2:25][N:24]([C:27]([O:29][C:30]([CH3:33])([CH3:32])[CH3:31])=[O:28])[CH2:23][CH:22]=2)[CH:16]=[CH:17][C:18]=1[O:19][CH3:20].OO.[OH-].[Na+]>O1CCCC1.C(OCC)(=O)C.O.C(O)C>[F:12][C:13]1[CH:14]=[C:15]([C@@H:21]2[CH2:26][CH2:25][N:24]([C:27]([O:29][C:30]([CH3:33])([CH3:32])[CH3:31])=[O:28])[CH2:23][C@H:22]2[OH:9])[CH:16]=[CH:17][C:18]=1[O:19][CH3:20] |f:0.1,2.3,6.7|. Procedure: To a suspension of NaBH4 (0.37 g, 9.8 mmol) in tetrahydrofuran (50 mL) was added BF3.OEt2 (1.3 mL, 10 mmol) at 0° C. The reaction mixture was warmed to rt for 1 h and then re-cooled to 0° C. Tert-butyl 4-(3-fluoro-4-methoxyphenyl)-5,6-dihydropyridine-1(2H)-carboxylate (1 g, 3.3 mmol) in tetrahydrofuran (10 mL) was then added. The resulting mixture was allowed to warm to rt over 2 h. It was then re-cooled to 0° C. and water (4 mL), ethanol (4 mL), 30% H2O2 (3 mL, 29.4 mmol) and a NaOH solution (4... Starting materials: CCOC(=O)c1cc(Br)c(C)[nH]1, Cc1[nH]c(C(=O)NC2CCN(c3ncc(C(=O)[O-])s3)CC2F)c(Cl)c1Cl, [NH3+]C(CO)(CO)CO. Yields the product Cc1[nH]c(C(=O)O)cc1Br. RXN SMILES: [Br:35][c:36]1[cH:37][c:38]([C:42](=[O:43])[O:44][CH2:45][CH3:46])[nH:39][c:40]1[CH3:41].[Cl:1][c:2]1[c:3]([Cl:4])[c:5]([CH3:6])[nH:7][c:8]1[C:9]([NH:10][CH:11]1[CH2:12][CH2:13][N:14]([c:15]2[s:16][c:17]([C:18]([O-:19])=[O:20])[cH:21][n:22]2)[CH2:23][CH:24]1[F:25])=[O:26].[OH:27][CH2:28][C:29]([CH2:30][OH:31])([NH3+:32])[CH2:33][OH:34]>>[Br:35][c:36]1[cH:37][c:38]([C:42](=[O:43])[OH:44])[nH:39][c:40]1[CH3:41]. Starting materials: O=Cc1ccccc1O, Oc1ccc(Cl)cc1I. The product is O=Cc1cc(Cl)cc(I)c1O. RXN SMILES: [CH:10](=[O:11])[c:12]1[c:13]([OH:14])[cH:15][cH:16][cH:17][cH:18]1.[Cl:1][c:2]1[cH:3][c:4]([I:9])[c:5]([OH:8])[cH:6][cH:7]1>>[Cl:1][c:2]1[cH:3][c:4]([I:9])[c:5]([OH:8])[c:6]([CH:10]=[O:11])[cH:7]1. Procedure: Starting with 10.0 g (38.1 mmol) of triphenylphosphine and 6.8 g (48 mmol, 1.3 eq) of methyl iodide, 14.7 g (36.4 mmol, 95.4%) of methyltriphenylphosphonium iodide was obtained: mp 185.9°-186.8° C. Yield: 95.5%. Yields the product [I-].C[P+](C1=CC=CC=C1)(C1=CC=CC=C1)C1=CC=CC=C1 (methyltriphenylphosphonium iodide). Reactants: C1(=CC=CC=C1)P(C1=CC=CC=C1)C1=CC=CC=C1 (triphenylphosphine), CI (methyl iodide). RXN SMILES: [C:1]1([P:7]([C:14]2[CH:19]=[CH:18][CH:17]=[CH:16][CH:15]=2)[C:8]2[CH:13]=[CH:12][CH:11]=[CH:10][CH:9]=2)[CH:6]=[CH:5][CH:4]=[CH:3][CH:2]=1.[CH3:20][I:21]>>[I-:21].[CH3:20][P+:7]([C:1]1[CH:2]=[CH:3][CH:4]=[CH:5][CH:6]=1)([C:8]1[CH:13]=[CH:12][CH:11]=[CH:10][CH:9]=1)[C:14]1[CH:15]=[CH:16][CH:17]=[CH:18][CH:19]=1 |f:2.3|. The reactants are CC(=O)OCC1OC(n2cnc3c(Cl)nc(I)nc32)C(OC(C)=O)C1OC(C)=O, CN(C)C=O, N#C[Cu]C#N. Yields the product CC(=O)OCC1OC(n2cnc3c(Cl)nc(C#N)nc32)C(OC(C)=O)C1OC(C)=O. As a reaction SMILES: [C:1]([CH3:2])(=[O:3])[O:4][CH:5]1[CH:6]([CH2:25][O:26][C:27]([CH3:28])=[O:29])[O:7][CH:8]([n:14]2[c:15]3[n:16][c:17]([I:24])[n:18][c:19]([Cl:23])[c:20]3[n:21][cH:22]2)[CH:9]1[O:10][C:11]([CH3:12])=[O:13].[CH3:35][N:36]([CH3:37])[CH:38]=[O:39].[Cu:30]([C:31]#[N:32])[C:33]#[N:34]>>[C:1]([CH3:2])(=[O:3])[O:4][CH:5]1[CH:6]([CH2:25][O:26][C:27]([CH3:28])=[O:29])[O:7][CH:8]([n:14]2[c:15]3[n:16][c:17]([C:31]#[N:32])[n:18][c:19]([Cl:23])[c:20]3[n:21][cH:22]2)[CH:9]1[O:10][C:11]([CH3:12])=[O:13]. Starting materials: ClCCC1C(C2=C(C(=C(C=C2C1)OC)Cl)Cl)=O (2-(2-Chloroethyl)-6,7-dichloro-2,3-dihydro-5-methoxy-1H-inden-1-one), C(C)(=O)O (acetic acid), O (water). The reagents and catalysts are C(C)(=O)[O-].[Ag+] (silver acetate). Run in CCOCC (ether). Conditions: temperature 105 celsius, time 16 hour. Yields the product C(C)(=O)OCCC1C(C2=C(C(=C(C=C2C1)OC)Cl)Cl)=O (2-(2-Acetoxyethyl)-6,7-dichloro-2,3-dihydro-5-methoxy-1H-inden-1-one). As a reaction SMILES: Cl[CH2:2][CH2:3][CH:4]1[CH2:12][C:11]2[C:6](=[C:7]([Cl:16])[C:8]([Cl:15])=[C:9]([O:13][CH3:14])[CH:10]=2)[C:5]1=[O:17].[C:18]([OH:21])(=[O:20])[CH3:19].O>CCOCC.C([O-])(=O)C.[Ag+]>[C:18]([O:21][CH2:2][CH2:3][CH:4]1[CH2:12][C:11]2[C:6](=[C:7]([Cl:16])[C:8]([Cl:15])=[C:9]([O:13][CH3:14])[CH:10]=2)[C:5]1=[O:17])(=[O:20])[CH3:19] |f:4.5|. Procedure details: 2-(2-Chloroethyl)-6,7-dichloro-2,3-dihydro-5-methoxy-1H-inden-1-one (18.14 gm, 0.0619 mole), silver acetate (22.74 gm, 0.136 mole), acetic acid (225 ml) and water (2 ml) was stirred and heated at 105° C. internal temperature for 9 hours, then at ambient temperature for 16 hours. The mixture was diluted with ether, filtered and the solid washed with ethyl acetate. The combined filtrate and washing was evaporated in vacuo and the reside suspended in water then extracted first with a mixture of eth... Starting materials: C(C)(=O)[O-].[Na+] (sodium acetate), C(C)C(C(=O)[O-])C(=O)N (ethylmalonamate), C(C)OC=C(C(=O)OCC)C(=O)C(=O)OCC (diethyl ethoxymethyleneoxalacetate). Solvent: C(C)O (ethanol), C(C)O (ethanol). Run at temperature 0 celsius. Product: C(C)OC(=O)C=1NC(C(=CC1C(=O)OCC)C(=O)OCC)=O (triethyl-1,6-dihydro-6-oxo-2,3,5-pyridinetricarboxylate). Yield: 80.3%. RXN SMILES: C([CH:3]([C:7]([NH2:9])=[O:8])[C:4]([O-:6])=[O:5])C.C(O[CH:13]=[C:14]([C:20]([C:22]([O:24][CH2:25][CH3:26])=[O:23])=O)[C:15]([O:17][CH2:18][CH3:19])=[O:16])C.[C:27]([O-])(=O)[CH3:28].[Na+]>C(O)C>[CH2:25]([O:24][C:22]([C:20]1[NH:9][C:7](=[O:8])[C:3]([C:4]([O:6][CH2:27][CH3:28])=[O:5])=[CH:13][C:14]=1[C:15]([O:17][CH2:18][CH3:19])=[O:16])=[O:23])[CH3:26] |f:2.3|. Procedure: A solution of ethylmalonamate (23.6 g, 0.18 mol) in absolute ethanol (300 mL) is added to a stirred solution of diethyl ethoxymethyleneoxalacetate (44.0 g, 0.18 mol) in ethanol (200 mL) at 0° C., followed by the addition, of solid sodium acetate (14.72 g, 0.18 mol). After stirring for ten minutes at 0° C., the mixture is heated to reflux and stirred for 13.5 hours. After cooling, the ethanol is removed under vacuum, and the residue diluted with water and acidified to pH 2 with concentrated hydro...